Dataset: the Open Reaction Database (ORD), a public repository of structured organic reaction records. Task: describe an organic reaction: reactants, conditions, products, and yield Reactants: FC1=C(C(=O)CC(=O)OCC)C(=C(C(=C1C)F)F)[N+](=O)[O-] (ethyl (2,4,5-trifluoro-3-methyl-6-nitrobenzoyl)acetate), C(OCC)([O-])[O-] (ethyl orthoformate), C(C)(=O)OC(C)=O (acetic anhydride). The product is C(C)OC=C(C(=O)OCC)C(C1=C(C(=C(C(=C1[N+](=O)[O-])F)F)C)F)=O (ethyl 3-ethoxy-2-(2,4,5-trifluoro-3 -methyl-6-nitrobenzoyl)acrylate). As a reaction SMILES: [F:1][C:2]1[C:15]([CH3:16])=[C:14]([F:17])[C:13]([F:18])=[C:12]([N+:19]([O-:21])=[O:20])[C:3]=1[C:4]([CH2:6][C:7]([O:9][CH2:10][CH3:11])=[O:8])=[O:5].[CH:22]([O-])([O-])[O:23][CH2:24][CH3:25].C(OC(=O)C)(=O)C>>[CH2:24]([O:23][CH:22]=[C:6]([C:4](=[O:5])[C:3]1[C:12]([N+:19]([O-:21])=[O:20])=[C:13]([F:18])[C:14]([F:17])=[C:15]([CH3:16])[C:2]=1[F:1])[C:7]([O:9][CH2:10][CH3:11])=[O:8])[CH3:25]. Procedure: A mixture of 31.9 g of ethyl (2,4,5-trifluoro-3-methyl-6-nitrobenzoyl)acetate, 26.2 ml of ethyl orthoformate and 23.8 ml of acetic anhydride was heated under reflux for 1 hour. The reaction mixture was concentrated under reduced pressure to give 46.2 g of ethyl 3-ethoxy-2-(2,4,5-trifluoro-3 -methyl-6-nitrobenzoyl)acrylate as brown oil. To a solution of 45.4 g of the above compound in 328 ml of ethanol, 9.6 ml of cyclopropylamine was added dropwise with stirring under ice cooling, and then stirri... Reactants: CI, CN(C)Cc1c[nH]c2ccc(OCc3ccccc3)c(Cl)c12, N#C[K], [Na+], [Na+], O=S(=O)([O-])[O-], CN(C)C=O. Product: N#CCc1c[nH]c2ccc(OCc3ccccc3)c(Cl)c12. Reaction SMILES: [CH3:26][I:27].[CH3:4][N:5]([CH3:6])[CH2:7][c:8]1[cH:9][nH:10][c:11]2[cH:12][cH:13][c:14]([O:18][CH2:19][c:20]3[cH:21][cH:22][cH:23][cH:24][cH:25]3)[c:15]([Cl:17])[c:16]12.[K:1][C:2]#[N:3].[Na+:28].[Na+:29].[O-:30][S:31](=[O:32])(=[O:33])[O-:34].[O:35]=[CH:36][N:37]([CH3:38])[CH3:39]>>[C:2](#[N:3])[CH2:7][c:8]1[cH:9][nH:10][c:11]2[cH:12][cH:13][c:14]([O:18][CH2:19][c:20]3[cH:21][cH:22][cH:23][cH:24][cH:25]3)[c:15]([Cl:17])[c:16]12. The reactants are CCCNC, [Cl-], ClCCl, CN(C)C=O, O=C1CC(c2cccc(-c3ccnc(CO)c3)c2)=Nc2cc(OCC(F)(F)F)c(C(F)(F)F)cc2N1, O=S(Cl)Cl. Yields the product CCCN(C)Cc1cc(-c2cccc(C3=Nc4cc(OCC(F)(F)F)c(C(F)(F)F)cc4NC(=O)C3)c2)ccn1. RXN SMILES: [CH3:42][NH:43][CH2:44][CH2:45][CH3:46].[Cl-:41].[Cl:47][CH2:48][Cl:49].[O:50]=[CH:51][N:52]([CH3:53])[CH3:54].[OH:1][CH2:2][c:3]1[n:4][cH:5][cH:6][c:7](-[c:9]2[cH:10][c:11]([C:15]3=[N:16][c:17]4[c:18]([cH:23][c:24]([C:33]([F:34])([F:35])[F:36])[c:25]([O:27][CH2:28][C:29]([F:30])([F:31])[F:32])[cH:26]4)[NH:19][C:20](=[O:22])[CH2:21]3)[cH:12][cH:13][cH:14]2)[cH:8]1.[S:37]([Cl:38])([Cl:39])=[O:40]>>[CH2:2]([c:3]1[n:4][cH:5][cH:6][c:7](-[c:9]2[cH:10][c:11]([C:15]3=[N:16][c:17]4[c:18]([cH:23][c:24]([C:33]([F:34])([F:35])[F:36])[c:25]([O:27][CH2:28][C:29]([F:30])([F:31])[F:32])[cH:26]4)[NH:19][C:20](=[O:22])[CH2:21]3)[cH:12][cH:13][cH:14]2)[cH:8]1)[N:43]([CH3:42])[CH2:44][CH2:45][CH3:46].